From a dataset of the Open Reaction Database (ORD), a public repository of structured organic reaction records. describe an organic reaction: reactants, conditions, products, and yield Reactants: O=C1N(C[C@@H](CC1CC)CCC1=CC=C(C=C1)Br)C(=O)O ((3RS, 5R)-2-oxo-3-ethylcarboxy-5-[2-(4-bromophenyl)ethyl]piperidine), P12(=S)SP3(=S)SP(=S)(S1)SP(=S)(S2)S3 (phosphorus pentasulfide). The solvent is O1CCCC1 (tetrahydrofuran). Run at temperature 60 celsius. The product is S=C1N(C[C@@H](CC1CC)CCC1=CC=C(C=C1)Br)C(=O)O ((3RS, 5R)-2-thioxo-3-ethylcarboxy-5-[2-(4-bromophenyl)ethyl]piperidine). Yield: 113.1%. RXN SMILES: O=[C:2]1[CH:7]([CH2:8][CH3:9])[CH2:6][C@@H:5]([CH2:10][CH2:11][C:12]2[CH:17]=[CH:16][C:15]([Br:18])=[CH:14][CH:13]=2)[CH2:4][N:3]1[C:19]([OH:21])=[O:20].P12(SP3(SP(SP(S3)(S1)=S)(=S)S2)=S)=[S:23]>O1CCCC1>[S:23]=[C:2]1[CH:7]([CH2:8][CH3:9])[CH2:6][C@@H:5]([CH2:10][CH2:11][C:12]2[CH:17]=[CH:16][C:15]([Br:18])=[CH:14][CH:13]=2)[CH2:4][N:3]1[C:19]([OH:21])=[O:20]. Reported procedure: A mixture of 1.12 g (3.16 mmol) of (3RS, 5R)-2-oxo-3-ethylcarboxy-5-[2-(4-bromophenyl)ethyl]piperidine and 0.77 g (1.74 mmol) of phosphorus pentasulfide in 20 mL of tetrahydrofuran was heated at 60° C. until complete conversion was obtained (about 3 hours). The mixture was evaporated to a residue which was purified by chromatography on silica gel. The product was eluted with ethyl acetate-hexane 1:1, affording 0.729 g (61%) of (3RS, 5R)-2-thioxo-3-ethylcarboxy-5-[2-(4-bromophenyl)ethyl]piperidin... The reactants are FC1=CC=C(OCCCN2C[C@H]([C@@H](CC2)NC(C2=CC=CC=C2)=O)OC)C=C1 (trans-N-[1-[3-(4-fluorophenoxy)propyl]-3-methoxy-4-piperidinyl]benzamide), Cl (hydrochloric acid). Reaction conditions: temperature 140 celsius. Yields the product FC1=CC=C(OCCCN2C[C@H]([C@@H](CC2)N)OC)C=C1 (trans-1-[3-(4-fluorophenoxy)propyl]-3-methoxy-4-piperidinamine), intermediate 121. The yield is 79.0%. RXN SMILES: [F:1][C:2]1[CH:28]=[CH:27][C:5]([O:6][CH2:7][CH2:8][CH2:9][N:10]2[CH2:15][CH2:14][C@@H:13]([NH:16]C(=O)C3C=CC=CC=3)[C@H:12]([O:25][CH3:26])[CH2:11]2)=[CH:4][CH:3]=1.Cl>>[F:1][C:2]1[CH:28]=[CH:27][C:5]([O:6][CH2:7][CH2:8][CH2:9][N:10]2[CH2:15][CH2:14][C@@H:13]([NH2:16])[C@H:12]([O:25][CH3:26])[CH2:11]2)=[CH:4][CH:3]=1. Reported procedure: A mixture of 5.1 parts of trans-N-[1-[3-(4-fluorophenoxy)propyl]-3-methoxy-4-piperidinyl]benzamide and 84 parts of a concentrated hydrochloric acid solution was stirred and refluxed for 22 hours in an oil-bath at 140° C. The reaction mixture was cooled, filtered and the filter-cake was washed with water. The filtrate was evaporated. The residue was taken up in 35 parts of water and the whole was treated with sodium hydroxide solution. The product was extracted three times with methylbenzene. The... The reactants are OC1=CC(=C(C(=O)O)C=C1O)NS(=O)(=O)NC(=O)N1C([C@H](C1)NC(=O)OCC1=CC=CC=C1)=O ((S)-4,5-dihydroxyl-2-[[[[[2-oxo-3-[[(phenylmethoxy)carbonyl]amino]-1-azetidinyl]carbonyl]amino]sulfonyl]amino]benzoic acid), C1(=CC=CC=C1)SC (thioanisole), FC(C(=O)O)(F)F (trifluoroacetic acid). Reaction conditions: temperature 10 celsius, time 8 hour. Yields the product N[C@@H]1C(N(C1)C(=O)NS(=O)(=O)NC1=C(C(=O)O)C=C(C(=C1)O)O)=O ((S)-2-[[[[(3-amino-2-oxo-1-azetidinyl)carbonyl]amino]sulfonyl]amino]-4,5-dihydroxybenzoic acid). Yield: 159.6%. As a reaction SMILES: [OH:1][C:2]1[C:10]([OH:11])=[CH:9][C:5]([C:6]([OH:8])=[O:7])=[C:4]([NH:12][S:13]([NH:16][C:17]([N:19]2[CH2:22][C@H:21]([NH:23]C(OCC3C=CC=CC=3)=O)[C:20]2=[O:34])=[O:18])(=[O:15])=[O:14])[CH:3]=1.C1(SC)C=CC=CC=1.FC(F)(F)C(O)=O>>[NH2:23][C@H:21]1[CH2:22][N:19]([C:17]([NH:16][S:13]([NH:12][C:4]2[CH:3]=[C:2]([OH:1])[C:10]([OH:11])=[CH:9][C:5]=2[C:6]([OH:8])=[O:7])(=[O:14])=[O:15])=[O:18])[C:20]1=[O:34]. Reported procedure: 4 Grams (0.008 mol) of (S)-4,5-dihydroxyl-2-[[[[[2-oxo-3-[[(phenylmethoxy)carbonyl]amino]-1-azetidinyl]carbonyl]amino]sulfonyl]amino]benzoic acid was added at 10° C. to a stirred mixture of 3.2 ml of thioanisole and 14 ml of trifluoroacetic acid. The mixture was stirred overnight at 10° C., evaporated and treated with ether to yield 4.6 g of crude (S)-2-[[[[(3-amino-2-oxo-1-azetidinyl)carbonyl]amino]sulfonyl]amino]-4,5-dihydroxybenzoic acid. Reactants: C(C)(C)OC1=CC=C(C=C1)SC1=CC=C(OC2CN3CCC2CC3)C=C1 (3-{4-[(4-isopropoxyphenyl)thio]phenoxy}quinuclidine), CO (MeOH), C(\C=C\C(=O)O)(=O)O (fumaric acid). The solvent is C(C)(=O)OCC (ethyl acetate). The product is C(\C=C\C(=O)O)(=O)O.C(C)(C)OC1=CC=C(C=C1)SC1=CC=C(OC2CN3CCC2CC3)C=C1 (3-{4-[(4-isopropoxyphenyl)thio]phenoxy}quinuclidine fumarate). As a reaction SMILES: [CH:1]([O:4][C:5]1[CH:10]=[CH:9][C:8]([S:11][C:12]2[CH:26]=[CH:25][C:15]([O:16][CH:17]3[CH:22]4[CH2:23][CH2:24][N:19]([CH2:20][CH2:21]4)[CH2:18]3)=[CH:14][CH:13]=2)=[CH:7][CH:6]=1)([CH3:3])[CH3:2].CO.[C:29]([OH:36])(=[O:35])/[CH:30]=[CH:31]/[C:32]([OH:34])=[O:33]>C(OCC)(=O)C>[C:29]([OH:36])(=[O:35])/[CH:30]=[CH:31]/[C:32]([OH:34])=[O:33].[CH:1]([O:4][C:5]1[CH:6]=[CH:7][C:8]([S:11][C:12]2[CH:26]=[CH:25][C:15]([O:16][CH:17]3[CH:22]4[CH2:23][CH2:24][N:19]([CH2:20][CH2:21]4)[CH2:18]3)=[CH:14][CH:13]=2)=[CH:9][CH:10]=1)([CH3:3])[CH3:2] |f:4.5|. Reported procedure: The product of Example 13A (74 mg, 0.2 mmol) in ethyl acetate:MeOH (5 mL, 10:1) was treated with fumaric acid (Aldrich, 21 mg, 0.2 mmol). The title compound was obtained as solid (90 mg, yield, 95%): 1H NMR (MeOH-d4, 300 MHz) δ 1.75–2.19 (m, 3H), 2.19–2.38 (m, 1H), 2.43–2.56 (m, 1H), 3.20–3.50 (m, 5H), 3.66–3.84 (m, 1H), 4.80 (m, 1H), 6.76 (d, J=8.9 Hz, 2H), 6.90 (d, J=8.9 Hz, 2H), 7.19 (d, J=8.8 Hz, 2H), 7.22 (d, J=8.8 Hz, 2H) ppm. MS (DCl/NH3) m/z 70 (M+H)+. Anal. Calculated for C22H27NO2S.1.0... Reactants: CC1=CC=C(C=C1)CC(=O)Cl (4-methylphenylacetyl chloride), C1(=CC=CC=C1)NCCC(=O)OCC (ethyl N-phenyl-3-aminopropionate). The product is CC1=CC=C(C=C1)CC(=O)N(C1=CC=CC=C1)CCC(=O)OCC (ethyl 3-[2-(4-methylphenyl)-N-phenylacetamido]propanoate). RXN SMILES: [CH3:1][C:2]1[CH:7]=[CH:6][C:5]([CH2:8][C:9](Cl)=[O:10])=[CH:4][CH:3]=1.[C:12]1([NH:18][CH2:19][CH2:20][C:21]([O:23][CH2:24][CH3:25])=[O:22])[CH:17]=[CH:16][CH:15]=[CH:14][CH:13]=1>>[CH3:1][C:2]1[CH:7]=[CH:6][C:5]([CH2:8][C:9]([N:18]([CH2:19][CH2:20][C:21]([O:23][CH2:24][CH3:25])=[O:22])[C:12]2[CH:17]=[CH:16][CH:15]=[CH:14][CH:13]=2)=[O:10])=[CH:4][CH:3]=1. Procedure: By a procedure similar to that of example 1.115.1, starting from 4-methylphenylacetyl chloride and ethyl N-phenyl-3-aminopropionate, ethyl 3-[2-(4-methylphenyl)-N-phenylacetamido]propanoate was obtained as yellowish oil.